From a dataset of the Open Reaction Database (ORD), a public repository of structured organic reaction records. describe an organic reaction: reactants, conditions, products, and yield The reactants are C1CCOC1, [H][H], CC(=O)NCc1ccc([N+](=O)[O-])cc1. Product: CC(=O)NCc1ccc(N)cc1. RXN SMILES: [CH2:17]1[O:18][CH2:19][CH2:20][CH2:21]1.[H:15][H:16].[N+:1]([O-:2])(=[O:3])[c:4]1[cH:5][cH:6][c:7]([CH2:8][NH:9][C:10]([CH3:11])=[O:12])[cH:13][cH:14]1>>[NH2:1][c:4]1[cH:5][cH:6][c:7]([CH2:8][NH:9][C:10]([CH3:11])=[O:12])[cH:13][cH:14]1.